From a dataset of the Open Reaction Database (ORD), a public repository of structured organic reaction records. describe an organic reaction: reactants, conditions, products, and yield Reactants: C(#N)C1=CC=C(C=C1)N1CCN(CC1)C1=CC=NC=C1 (1-(4-cyanophenyl)-4-(4-pyridyl)piperazine), N (ammonia). Reagents/catalysts: [Ni] (Raney Nickel). The solvent is C(C)O (ethanol). Yields the product NCC1=CC=C(C=C1)N1CCN(CC1)C1=CC=NC=C1 (1-(4-aminomethylphenyl)-4-(4-pyridyl)piperazine). Yield: 71.1%. As a reaction SMILES: [C:1]([C:3]1[CH:8]=[CH:7][C:6]([N:9]2[CH2:14][CH2:13][N:12]([C:15]3[CH:20]=[CH:19][N:18]=[CH:17][CH:16]=3)[CH2:11][CH2:10]2)=[CH:5][CH:4]=1)#[N:2].N>C(O)C.[Ni]>[NH2:2][CH2:1][C:3]1[CH:4]=[CH:5][C:6]([N:9]2[CH2:10][CH2:11][N:12]([C:15]3[CH:20]=[CH:19][N:18]=[CH:17][CH:16]=3)[CH2:13][CH2:14]2)=[CH:7][CH:8]=1. Procedure details: A solution of 1-(4-cyanophenyl)-4-(4-pyridyl)piperazine (1.8 g) in ethanol saturated with ammonia gas (150 ml) was hydrogenated at 150 atmospheres and 100° C. (using Raney Nickel as catalyst) in a high pressure hydrogenation apparatus for 18 hours. The solution was filtered through diatomaceous earth and the filtrate evaporated to give a solid which was purified by flash chromatography on alumina (ICN Alumina N 32-63) using a mixture of 95:5 dichloromethane:methanol as eluant. The residue was re... Reactants: CC(C)Oc1ccc(C2(C)NC(=O)NC2=O)cc1, CCCc1cc(C(OCOC)(C(F)(F)F)C(F)(F)F)ccc1Oc1ccc(Cl)c(CO)c1, CCOC(=O)N=NC(=O)OCC, C1CCOC1, O, c1ccc(P(c2ccccc2)c2ccccc2)cc1. The product is CCCc1cc(C(OCOC)(C(F)(F)F)C(F)(F)F)ccc1Oc1ccc(Cl)c(CN2C(=O)NC(C)(c3ccc(OC(C)C)cc3)C2=O)c1. Reaction SMILES: [CH3:33][C:34]1([c:41]2[cH:42][cH:43][c:44]([O:47][CH:48]([CH3:49])[CH3:50])[cH:45][cH:46]2)[C:35](=[O:40])[NH:36][C:37](=[O:39])[NH:38]1.[Cl:1][c:2]1[c:3]([CH2:31][OH:32])[cH:4][c:5]([O:8][c:9]2[c:10]([CH2:28][CH2:29][CH3:30])[cH:11][c:12]([C:15]([C:16]([F:17])([F:18])[F:19])([C:20]([F:21])([F:22])[F:23])[O:24][CH2:25][O:26][CH3:27])[cH:13][cH:14]2)[cH:6][cH:7]1.[O:70]=[C:71]([O:72][CH2:73][CH3:74])[N:75]=[N:76][C:77]([O:78][CH2:79][CH3:80])=[O:81].[O:82]1[CH2:83][CH2:84][CH2:85][CH2:86]1.[OH2:87].[c:51]1([P:52]([c:53]2[cH:54][cH:55][cH:56][cH:57][cH:58]2)[c:59]2[cH:60][cH:61][cH:62][cH:63][cH:64]2)[cH:65][cH:66][cH:67][cH:68][cH:69]1>>[Cl:1][c:2]1[c:3]([CH2:31][N:36]2[C:35](=[O:40])[C:34]([CH3:33])([c:41]3[cH:42][cH:43][c:44]([O:47][CH:48]([CH3:49])[CH3:50])[cH:45][cH:46]3)[NH:38][C:37]2=[O:39])[cH:4][c:5]([O:8][c:9]2[c:10]([CH2:28][CH2:29][CH3:30])[cH:11][c:12]([C:15]([C:16]([F:17])([F:18])[F:19])([C:20]([F:21])([F:22])[F:23])[O:24][CH2:25][O:26][CH3:27])[cH:13][cH:14]2)[cH:6][cH:7]1. Reactants: O=C(O)c1cnccn1, CNc1ccc(OC)cc1. The reagents and catalysts are C1CCC(CC1)N=C=NC2CCCCC2 (DCC), CN(C)C1=CC=NC=C1 (DMAP). Run in CN(C)C=O (DMF), CN(C)C=O (DMF), CN(C)C=O (DMF), CN(C)C=O (DMF), CN(C)C=O (DMF), CN(C)C=O (DMF). Run at temperature 25 celsius, time 2 hour. Product: COc1ccc(N(C)C(=O)c2cnccn2)cc1. The yield is 1.3%. Reaction SMILES: CNc1ccc(OC)cc1.O=C(O)c1cnccn1.C1CCC(CC1)N=C=NC2CCCCC2.CN(C)C1=CC=NC=C1.CN(C)C=O>>COc1ccc(N(C)C(=O)c2cnccn2)cc1. Starting materials: [H-].[Na+] (sodium hydride), C1(=CC=CC=C1)O (phenol), Cl (HCl). The solvent is CS(=O)C (DMSO). Run at temperature 120 celsius, time 5 hour. Yields the product C1=CC=CC=2OC3=C(C21)C=CC=C3 (Dibenzofuran). RXN SMILES: [C:1]1([OH:7])[CH:6]=[CH:5][CH:4]=[CH:3][CH:2]=1.[H-].[Na+].Cl>CS(C)=O>[CH:5]1[C:6]2[C:2]3[CH:3]=[CH:4][CH:5]=[CH:6][C:1]=3[O:7][C:1]=2[CH:2]=[CH:3][CH:4]=1 |f:1.2|. Procedure: The phenol 10 is dissolved in DMSO under nitrogen, a 60% sodium hydride/mineral oil suspension is added, and the mixture is warmed to 120° C. After 5 hours at this temperature, the cooled batch is added to dil. HCl solution. The aqueous phase is extracted with MTB ether. The organic phase is dried over sodium sulfate, evaporated and chromatographed on silica gel. Starting materials: CN(CC(C)NC1=CC=C(C=C1)N)C (N-(2-Dimethylamino-1-methyl-ethyl)-benzene-1,4-diamine), OC=C1C(NC2=CC(=CC=C12)C(=O)C=1C=C(C=CC1)NC(=O)C=1N(N=C(C1)C)C)=O (2,5-Dimethyl-2H-pyrazole-3-carboxylic acid [3-(3-hydroxymethylene-2-oxo-2,3-dihydro-1H-indole-6-carbonyl)-phenyl]-amide). Reported procedure: A small screw cap test tube was charged with 2,5-Dimethyl-2H-pyrazole-3-carboxylic acid [3-(3-hydroxymethylene-2-oxo-2,3-dihydro-1H-indole-6-carbonyl)-phenyl]-amide (as prepared in Example 60, 116 mg, 0.288 mmol) and THF (2 mL). To the resulting solution was added N-(2-Dimethylamino-1-methyl-ethyl)-benzene-1,4-diamine (prepared below, 61.4 mg, 0.314 mmol), and the mixture was stirred for 24 h at 65° C. Subsequently, the reaction mixture was cooled to room temperature. Hexanes were added to the r... The yield is 40.3%. As a reaction SMILES: O[CH:2]=[C:3]1[C:11]2[C:6](=[CH:7][C:8]([C:12]([C:14]3[CH:15]=[C:16]([NH:20][C:21]([C:23]4[N:24]([CH3:29])[N:25]=[C:26]([CH3:28])[CH:27]=4)=[O:22])[CH:17]=[CH:18][CH:19]=3)=[O:13])=[CH:9][CH:10]=2)[NH:5][C:4]1=[O:30].[CH3:31][N:32]([CH3:44])[CH2:33][CH:34]([NH:36][C:37]1[CH:42]=[CH:41][C:40]([NH2:43])=[CH:39][CH:38]=1)[CH3:35]>C1COCC1>[CH3:44][N:32]([CH3:31])[CH2:33][CH:34]([NH:36][C:37]1[CH:38]=[CH:39][C:40]([NH:43][CH:2]=[C:3]2[C:11]3[C:6](=[CH:7][C:8]([C:12]([C:14]4[CH:15]=[C:16]([NH:20][C:21]([C:23]5[N:24]([CH3:29])[N:25]=[C:26]([CH3:28])[CH:27]=5)=[O:22])[CH:17]=[CH:18][CH:19]=4)=[O:13])=[CH:9][CH:10]=3)[NH:5][C:4]2=[O:30])=[CH:41][CH:42]=1)[CH3:35]. Conditions: temperature 65 celsius, time 24 hour. Run in C1CCOC1 (THF), Hexanes. Yields the product CN(CC(C)NC1=CC=C(C=C1)NC=C1C(NC2=CC(=CC=C12)C(=O)C=1C=C(C=CC1)NC(=O)C=1N(N=C(C1)C)C)=O)C (2,5-Dimethyl-2H-pyrazole-3-carboxylic acid [3-(3-{[4-(2-dimethylamino-1-methyl-ethylamino)-phenylamino]-methylene}-2-oxo-2,3-dihydro-1H-indole-6-carbonyl)-phenyl]-amide).